Dataset: the Open Reaction Database (ORD), a public repository of structured organic reaction records. Task: describe an organic reaction: reactants, conditions, products, and yield Reactants: O (water), ClC1=NC(=NC(=C1)Cl)SC (4,6-dichloro-2-(methylthio)pyrimidine), [H-].[Na+] (sodium hydride), CO (methyl alcohol). Solvent: O1CCCC1 (tetrahydrofuran). The product is ClC1=NC(=NC(=C1)OC)SC (4-chloro-6-methoxy-2-(methylthio)pyrimidine). Reaction SMILES: [Cl:1][C:2]1[CH:7]=[C:6](Cl)[N:5]=[C:4]([S:9][CH3:10])[N:3]=1.[CH3:11][OH:12].[H-].[Na+].O>O1CCCC1>[Cl:1][C:2]1[CH:7]=[C:6]([O:12][CH3:11])[N:5]=[C:4]([S:9][CH3:10])[N:3]=1 |f:2.3|. Reported procedure: 4,6-dichloro-2-(methylthio)pyrimidine (Compound IV-5) (19.5 g, 0.100 mol) was dissolved in tetrahydrofuran (200 ml) just after distilled, then methyl alcohol (3.2 g, 0.100×1.0 mol) was added thereto. While cooling with ice, 60% sodium hydride (4.4 g, 0.100×1.1 mol) was added thereto while stirring. After stirred for 3 hours, the reaction solution was poured into water and extracted with toluene. The organic phase was washed with saturated aqueous sodium chloride, dried over anhydrous sodium sulf...